This data is from the Open Reaction Database (ORD), a public repository of structured organic reaction records. The task is: describe an organic reaction: reactants, conditions, products, and yield Reactants: C1(=C(C(=CC(=C1)C)C)S(=O)(=O)Cl)C (mesitylenesulfonyl chloride), CC(C)=NO (acetone oxime), O (water). Run in N1=CC=CC=C1 (pyridine). Reaction conditions: time 16 hour. Yields the product CC1=C(C(=CC(=C1)C)C)S(=O)(=O)ON=C(C)C (Acetone O-(2,4,6-trimethylphenylsulfonyl)oxime), powder. Isolated yield 57.6%. Reaction SMILES: [C:1]1([CH3:13])[CH:6]=[C:5]([CH3:7])[CH:4]=[C:3]([CH3:8])[C:2]=1[S:9](Cl)(=[O:11])=[O:10].[CH3:14][C:15](=[N:17][OH:18])[CH3:16].O>N1C=CC=CC=1>[CH3:13][C:1]1[CH:6]=[C:5]([CH3:7])[CH:4]=[C:3]([CH3:8])[C:2]=1[S:9]([O:18][N:17]=[C:15]([CH3:16])[CH3:14])(=[O:11])=[O:10]. Procedure: To a solution of mesitylenesulfonyl chloride (2.0 g, 9.05 mmol) in pyridine (30 mL) was added acetone oxime (0.67 g, 9.05 mmol), and the solution was stirred under N2 for 16 hours. It was poured into 500 ml of water and stirred for 1 hour. The precipitate was filtered and dried Acetone O-(2,4,6-trimethylphenylsulfonyl)oxime was obtained as white powder (57.6%) yield.